This data is from the Open Reaction Database (ORD), a public repository of structured organic reaction records. The task is: describe an organic reaction: reactants, conditions, products, and yield The reactants are C(C)C(N(CP(=S)(C(C)C)C(C)C)C(=O)OCC1=CC=CC=C1)C(=O)O (Ethyl N-carbobenzoxy-N-(diisopropylthiophosphinylmethyl)glycine), Br (hydrogen bromide), CCOCC (Ether). Procedure: Ethyl N-carbobenzoxy-N-(diisopropylthiophosphinylmethyl)glycine (2 g., 0.0044 mole) was reacted with 36% hydrogen bromide (8 ml) in glacial acetic acid. Ether was added and the oily precipitate was isolated by decanting the ether layer. The oil was washed with ether twice, then suspended in benzene and treated with propylene oxide. The solution was concentrated in vacuo to yield ethyl N-(diisopropylthiophosphinylmethyl)glycine (0.7 g., 0.0022 mole) as an oil, ND22 =1.5066. Yields the product C(C)N(CC(=O)O)CP(=S)(C(C)C)C(C)C (ethyl N-(diisopropylthiophosphinylmethyl)glycine). RXN SMILES: C([CH:3]([C:24]([OH:26])=[O:25])[N:4]([C:14](OCC1C=CC=CC=1)=O)[CH2:5][P:6]([CH:11]([CH3:13])[CH3:12])([CH:8]([CH3:10])[CH3:9])=[S:7])C.Br.[CH3:28]COCC>C(O)(=O)C>[CH2:14]([N:4]([CH2:5][P:6]([CH:11]([CH3:13])[CH3:12])([CH:8]([CH3:10])[CH3:9])=[S:7])[CH2:3][C:24]([OH:26])=[O:25])[CH3:28]. Run in C(C)(=O)O (acetic acid). Starting materials: C(C)C1=NN(C(=C1C(=O)N1CCN(CCC1)CCO)CC)C1=CC(=CC=C1)C#CCCCC ([3,5-diethyl-1-(3-hex-1-ynyl-phenyl)-1H-pyrazol-4-yl]-[4-(2-hydroxy-ethyl)-[1,4]diazepan-1-yl]-methanone). Reagents/catalysts: [Pd] (Pd—C). The solvent is CO (MeOH). Conditions: time 1 hour. Yields the product C(C)C1=NN(C(=C1C(=O)N1CCN(CCC1)CCO)CC)C1=CC(=CC=C1)CCCCCC ([3,5-Diethyl-1-(3-hexyl-phenyl)-1H-pyrazol-4-yl]-[4-(2-hydroxy-ethyl)-[1,4]diazepan-1-yl]-methanone). As a reaction SMILES: [CH2:1]([C:3]1[C:7]([C:8]([N:10]2[CH2:16][CH2:15][CH2:14][N:13]([CH2:17][CH2:18][OH:19])[CH2:12][CH2:11]2)=[O:9])=[C:6]([CH2:20][CH3:21])[N:5]([C:22]2[CH:27]=[CH:26][CH:25]=[C:24]([C:28]#[C:29][CH2:30][CH2:31][CH2:32][CH3:33])[CH:23]=2)[N:4]=1)[CH3:2]>CO.[Pd]>[CH2:1]([C:3]1[C:7]([C:8]([N:10]2[CH2:16][CH2:15][CH2:14][N:13]([CH2:17][CH2:18][OH:19])[CH2:12][CH2:11]2)=[O:9])=[C:6]([CH2:20][CH3:21])[N:5]([C:22]2[CH:27]=[CH:26][CH:25]=[C:24]([CH2:28][CH2:29][CH2:30][CH2:31][CH2:32][CH3:33])[CH:23]=2)[N:4]=1)[CH3:2]. Procedure: 0.027 g of Pd—C (10%) was added to a solution of 0.11 g (0.30 mmol) of [3,5-diethyl-1-(3-hex-1-ynyl-phenyl)-1H-pyrazol-4-yl]-[4-(2-hydroxy-ethyl)-[1,4]diazepan-1-yl]-methanone in 5 ml of MeOH and the reaction mixture was then hydrogenated with H2 (1 bar) at RT for 1 hour. After removal the catalyst by filtration, the solvent was evaporated completely to afford the title compound as light yellow oil. MS: 455.3 (MH+). RXN SMILES: [Al+3:2].[ClH:32].[H-:1].[H-:4].[H-:5].[H-:6].[Li+:3].[O:33]1[CH2:34][CH2:35][CH2:36][CH2:37]1.[o:7]1[c:8]([C:12](=[O:13])[N:14]2[CH2:15][c:16]3[cH:17][cH:18][cH:19][cH:20][c:21]3[C:22]3([O:23][c:24]4[c:25]([cH:27][cH:28][cH:29][cH:30]4)[CH2:26]3)[CH2:31]2)[cH:9][cH:10][cH:11]1>>[ClH:32].[o:7]1[c:8]([CH2:12][N:14]2[CH2:15][c:16]3[cH:17][cH:18][cH:19][cH:20][c:21]3[C:22]3([O:23][c:24]4[c:25]([cH:27][cH:28][cH:29][cH:30]4)[CH2:26]3)[CH2:31]2)[cH:9][cH:10][cH:11]1. Yields the product Cl, c1coc(CN2Cc3ccccc3C3(Cc4ccccc4O3)C2)c1. Reactants: [Al+3], Cl, [H-], [H-], [H-], [H-], [Li+], C1CCOC1, O=C(c1ccco1)N1Cc2ccccc2C2(Cc3ccccc3O2)C1. The reactants are COC=1C(=CC=2CC[C@H]3[C@@H]4CC[C@@H]([C@@]4(C)CC[C@@H]3C2C1)O)O (2-methoxy-1,3,5 (10)-estratriene-3,17β-diol), C(C)O (ethanol), C1(=CC=CC=C1)C (toluene), [H-].C(C(C)C)[Al+]CC(C)C (diisobutylaluminum hydride). Solvent: C(C)O.O (ethanol water). Reaction conditions: temperature 0 celsius. The product is C[C@@]12[C@H](CC[C@H]1[C@@H]1CCC=3C=C(C(=CC3[C@H]1CC2)O)O)O (1,3,5(10)-estratriene-2,3,17β-triol). As a reaction SMILES: C[O:2][C:3]1[C:4]([OH:22])=[CH:5][C:6]2[CH2:7][CH2:8][C@@H:9]3[C@@H:18]([C:19]=2[CH:20]=1)[CH2:17][CH2:16][C@@:14]1([CH3:15])[C@H:10]3[CH2:11][CH2:12][C@@H:13]1[OH:21].C1(C)C=CC=CC=1.[H-].C([Al+]CC(C)C)C(C)C.C(O)C>C(O)C.O>[CH3:15][C@:14]12[CH2:16][CH2:17][C@H:18]3[C@@H:9]([CH2:8][CH2:7][C:6]4[CH:5]=[C:4]([OH:22])[C:3]([OH:2])=[CH:20][C:19]=43)[C@@H:10]1[CH2:11][CH2:12][C@@H:13]2[OH:21] |f:2.3,5.6|. Procedure: 0.70 g. of 2-methoxy-1,3,5 (10)-estratriene-3,17β-diol is heated under reflux and nitrogen purging in 10 ml. of toluene with 18 ml. of diisobutylaluminum hydride (20% in toluene) for 22 hours. The reaction mixture is cooled to about 0° C. and then decomposed with 5 ml. of ethanol and then with 5 ml. of ethanol-water mixture (1:1). The mixture is further worked up as set forth in Example 3. After purification from methanol, 0.45 g. of 1,3,5(10)-estratriene-2,3,17β-triol is obtained; m.p. 181°-183... Starting materials: C(=O)(O)[O-].[Na+].CCOC(=O)C (NaHCO3 EtOAc), [N+](=O)([O-])C=1C=C(C2=C(B(OC2)O)C1)C(F)(F)F (6-nitro-4-(trifluoromethyl)benzo[c][1,2]oxaborol-1(3H)-ol). Reagents/catalysts: [Zn] (Zn). Solvent: CO (MeOH). Run at time 3 hour. Yields the product NC=1C=C(C2=C(B(OC2)O)C1)C(F)(F)F (6-amino-4-(trifluoromethyl)benzo[c][1,2]oxaborol-1(3H)-ol), solid. Yield: 84.1%. RXN SMILES: [N+:1]([C:4]1[CH:5]=[C:6]([C:14]([F:17])([F:16])[F:15])[C:7]2[CH2:11][O:10][B:9]([OH:12])[C:8]=2[CH:13]=1)([O-])=O.C([O-])(O)=O.[Na+].CCOC(C)=O>CO.[Zn]>[NH2:1][C:4]1[CH:5]=[C:6]([C:14]([F:16])([F:17])[F:15])[C:7]2[CH2:11][O:10][B:9]([OH:12])[C:8]=2[CH:13]=1 |f:1.2.3|. Reported procedure: To a solution of 6-nitro-4-(trifluoromethyl)benzo[c][1,2]oxaborol-1(3H)-ol (CXXXI) (0.95 g, 3.83 mmol) in MeOH/2M HCl mixture (1:1) (129 mL) was added Zn (dust) (2.5 g, 38.31 nmol). The reaction mixture was stirred at room temperature for 3 hours before it was slowly neutralized by a solution of saturated aq. NaHCO3/EtOAc (1:1, 100 mL/100 mL). Then the reaction mixture was filtered through Celite and washed with EtOAc. The organic layer was washed with 5% NaHCO3, brine, dried over anhydrous MgSO... Starting materials: [Al+3], CCOCC, CCCc1c(C(C)C)nc(C(C)C)c(C(C)=O)c1-c1ccc(F)cc1, [H-], [H-], [H-], [H-], [Li+]. Yields the product CCCc1c(C(C)C)nc(C(C)C)c(C(C)O)c1-c1ccc(F)cc1. As a reaction SMILES: [Al+3:2].[CH3:32][CH2:33][O:34][CH2:35][CH3:36].[CH:7]([CH3:8])([CH3:9])[c:10]1[n:11][c:12]([CH:29]([CH3:30])[CH3:31])[c:13]([CH2:26][CH2:27][CH3:28])[c:14](-[c:19]2[cH:20][cH:21][c:22]([F:25])[cH:23][cH:24]2)[c:15]1[C:16]([CH3:17])=[O:18].[H-:1].[H-:4].[H-:5].[H-:6].[Li+:3]>>[CH:7]([CH3:8])([CH3:9])[c:10]1[n:11][c:12]([CH:29]([CH3:30])[CH3:31])[c:13]([CH2:26][CH2:27][CH3:28])[c:14](-[c:19]2[cH:20][cH:21][c:22]([F:25])[cH:23][cH:24]2)[c:15]1[CH:16]([CH3:17])[OH:18]. Starting materials: C(#C)C1=CC=C(C=C1)[N+](=O)[O-] (1-Ethynyl-4-nitrobenzene), C1CCOC1.CO (THF MeOH), C([O-])([O-])=O.[K+].[K+] (potassium carbonate). Run in CCOCC (Et2O). Run at time 2 hour. Yields the product [N+](=O)([O-])C1=CC=C(C=C1)C#CCCC (1-Nitro-4-(1-pentynyl)benzene), oil. Isolated yield 65.0%. Reaction SMILES: [C:1]([C:3]1[CH:8]=[CH:7][C:6]([N+:9]([O-:11])=[O:10])=[CH:5][CH:4]=1)#[CH:2].C(=O)([O-])[O-].[K+].[K+].[CH2:18]1[CH2:22]OC[CH2:19]1.CO>CCOCC>[N+:9]([C:6]1[CH:5]=[CH:4][C:3]([C:1]#[C:2][CH2:19][CH2:18][CH3:22])=[CH:8][CH:7]=1)([O-:11])=[O:10] |f:1.2.3,4.5|. Procedure: TMS-protected 4a was obtained as a colorless, crystalline solid (279 mg, 99%); 1H NMR (300 MHz, CDCl3) δ 8.15 (d, J=8.7 Hz, 2H), 7.58 (d, J=9.0 Hz, 2H), 0.25 (s, 9H) ppm. 13C NMR (75 MHz, CDCl3) δ 146.9, 132.5, 129.8, 123.3, 102.5, 100.4, 85.7, −0.43 ppm. Deprotection was done by dissolving 4a (279 mg, 1.30 mmol) in 3:1 THF-MeOH (4 mL) and adding potassium carbonate (528 mg, 3.82 mmol) slowly. The reaction was stirred for 2 h, after which the mixture was diluted with Et2O, washed with saturated ... Reactants: CN1CC(NC2=C(C1=O)C=CC=C2)=O (3,4-dihydro-4-methyl-2H-1,4-benzodiazepine-2,5(1H)-dione), [N+](=O)(O)[O-] (nitric acid), ice water. Reaction conditions: time 18 hour. Product: CN1CC(NC2=C(C1=O)C=C(C=C2)[N+](=O)[O-])=O (3,4-dihydro-4-methyl-7-nitro-2H-1,4-benzodiazepine-2,5(1H)-dione). As a reaction SMILES: [CH3:1][N:2]1[C:8](=[O:9])[C:7]2[CH:10]=[CH:11][CH:12]=[CH:13][C:6]=2[NH:5][C:4](=[O:14])[CH2:3]1.[N+:15]([O-])([OH:17])=[O:16]>>[CH3:1][N:2]1[C:8](=[O:9])[C:7]2[CH:10]=[C:11]([N+:15]([O-:17])=[O:16])[CH:12]=[CH:13][C:6]=2[NH:5][C:4](=[O:14])[CH2:3]1. Reported procedure: 300 ml of 89 percent nitric acid are treated portionwise at room temperature over a period of 35 minutes with 94.5 g (496.8 mmol) of 3,4-dihydro-4-methyl-2H-1,4-benzodiazepine-2,5(1H)-dione. The mixture is stirred at room temperature for 18 hours and poured into 3.5 l of ice-water. The precipitated material is filtered off under suction, washed with water and dried at 70° in vacuo. There is obtained 3,4-dihydro-4-methyl-7-nitro-2H-1,4-benzodiazepine-2,5(1H)-dione of melting point 252°-253°. The reactants are CS(=O)(=O)OCCN(C=1C(=C(C(=O)OC)C(=CC1)[N+](=O)[O-])[N+](=O)[O-])CCOS(=O)(=O)C (methyl 3-(bis{2-[(methylsulfonyl)oxy]ethyl}amino)-2,6-dinitrobenzoate), [OH-].[K+] (KOH). Procedure: Hydrolysis of 16 (10.6 g, 21.9 mmol) with 3 N KOH (40 mL) in dioxane (200 mL) at room temperature for 15 min, followed by acidification with 1 N HCl and extraction with EtOAc, gave a quantitative yield of crude 3-(bis{2-[(methylsulfonyl)oxy]ethyl}amino)-2,6-dinitrobenzoic acid (17): The solvent is O1CCOCC1 (dioxane). The product is CS(=O)(=O)OCCN(C=1C(=C(C(=O)O)C(=CC1)[N+](=O)[O-])[N+](=O)[O-])CCOS(=O)(=O)C (3-(bis{2-[(methylsulfonyl)oxy]ethyl}amino)-2,6-dinitrobenzoic acid). Reaction SMILES: [CH3:1][S:2]([O:5][CH2:6][CH2:7][N:8]([CH2:25][CH2:26][O:27][S:28]([CH3:31])(=[O:30])=[O:29])[C:9]1[C:10]([N+:22]([O-:24])=[O:23])=[C:11]([C:16]([N+:19]([O-:21])=[O:20])=[CH:17][CH:18]=1)[C:12]([O:14]C)=[O:13])(=[O:4])=[O:3].[OH-].[K+]>O1CCOCC1>[CH3:31][S:28]([O:27][CH2:26][CH2:25][N:8]([CH2:7][CH2:6][O:5][S:2]([CH3:1])(=[O:4])=[O:3])[C:9]1[C:10]([N+:22]([O-:24])=[O:23])=[C:11]([C:16]([N+:19]([O-:21])=[O:20])=[CH:17][CH:18]=1)[C:12]([OH:14])=[O:13])(=[O:29])=[O:30] |f:1.2|.